From a dataset of the Open Reaction Database (ORD), a public repository of structured organic reaction records. describe an organic reaction: reactants, conditions, products, and yield Starting materials: CC(=O)OC(C)=O, C=CCc1cc(C(=O)OC)cc(C)c1O, c1ccncc1. Product: C=CCc1cc(C(=O)OC)cc(C)c1OC(C)=O. As a reaction SMILES: [CH3:16][C:17](=[O:18])[O:19][C:20](=[O:21])[CH3:22].[OH:1][c:2]1[c:3]([CH2:13][CH:14]=[CH2:15])[cH:4][c:5]([C:6](=[O:7])[O:8][CH3:9])[cH:10][c:11]1[CH3:12].[cH:23]1[cH:24][cH:25][n:26][cH:27][cH:28]1>>[O:1]([c:2]1[c:3]([CH2:13][CH:14]=[CH2:15])[cH:4][c:5]([C:6](=[O:7])[O:8][CH3:9])[cH:10][c:11]1[CH3:12])[C:17]([CH3:16])=[O:18]. Reactants: BrC1=NC(=C(C(=C1C(=O)OCC)C(=O)OCC)[N+](=O)[O-])C1=CC=CC=C1 (2-bromo-3,4-diethoxycarbonyl-5-nitro-6-phenylpyridine), whereto, reduced iron, C(C)(=O)O (acetic acid). The solvent is C(C)O (ethanol). Run at temperature 60 celsius. Product: NC=1C(=NC(=C(C1C(=O)OCC)C(=O)OCC)Br)C1=CC=CC=C1 (3-Amino-6-bromo-4,5-diethoxycarbonyl-2-phenylpyridine). As a reaction SMILES: [Br:1][C:2]1[C:7]([C:8]([O:10][CH2:11][CH3:12])=[O:9])=[C:6]([C:13]([O:15][CH2:16][CH3:17])=[O:14])[C:5]([N+:18]([O-])=O)=[C:4]([C:21]2[CH:26]=[CH:25][CH:24]=[CH:23][CH:22]=2)[N:3]=1.C(O)(=O)C>C(O)C>[NH2:18][C:5]1[C:4]([C:21]2[CH:22]=[CH:23][CH:24]=[CH:25][CH:26]=2)=[N:3][C:2]([Br:1])=[C:7]([C:8]([O:10][CH2:11][CH3:12])=[O:9])[C:6]=1[C:13]([O:15][CH2:16][CH3:17])=[O:14]. Procedure: In 25 ml of ethanol was dissolved 550 mg of 2-bromo-3,4-diethoxycarbonyl-5-nitro-6-phenylpyridine, whereto 0.36 g (5 eq.) of reduced iron was added, followed by heating to 60° C. After 1.5 ml (16 eq.) of acetic acid was added dropwise, the mixture was refluxed for 1 hour. Reaction conditions: time 48 hour. Procedure: 4.5 g. Phenyl glycidyl ether and 12.0 g. 4-(4-aminobutylamino)-1,3,5-trimethylpyrimidine-2,6(1H,3H)-dione are mixed and left to stand for 48 hours at ambient temperature. The reaction mixture is then separated chromatographically and salt formation is carried out in the manner described in Example 29. There are obtained 2.6 g. (19% of theory) of the desired product in the form of colorless crystals; m.p. 148°-150° C., with bubble formation. As a reaction SMILES: [CH2:1]([O:5][C:6]1[CH:11]=[CH:10][CH:9]=[CH:8][CH:7]=1)[CH:2]1[O:4][CH2:3]1.[NH2:12][CH2:13][CH2:14][CH2:15][CH2:16][NH:17][C:18]1[N:19]([CH3:28])[C:20](=[O:27])[N:21]([CH3:26])[C:22](=[O:25])[C:23]=1[CH3:24]>>[O:5]([CH2:1][CH:2]([OH:4])[CH2:3][NH:12][CH2:13][CH2:14][CH2:15][CH2:16][NH:17][C:18]1[N:19]([CH3:28])[C:20](=[O:27])[N:21]([CH3:26])[C:22](=[O:25])[C:23]=1[CH3:24])[C:6]1[CH:11]=[CH:10][CH:9]=[CH:8][CH:7]=1. The product is O(C1=CC=CC=C1)CC(CNCCCCNC1=C(C(N(C(N1C)=O)C)=O)C)O (1-Phenoxy-3-[4-(1,3,5-trimethylpyrimidine-2,4-dion-6-ylamino)-butylamino]-propan-2-ol). The reactants are C(C1CO1)OC1=CC=CC=C1 (Phenyl glycidyl ether), NCCCCNC=1N(C(N(C(C1C)=O)C)=O)C (4-(4-aminobutylamino)-1,3,5-trimethylpyrimidine-2,6(1H,3H)-dione).